describe an organic reaction: reactants, conditions, products, and yield From a dataset of the Open Reaction Database (ORD), a public repository of structured organic reaction records. Starting materials: C(=O)C1=CC2=C(N(C(C3=CN=CC=C23)=O)C)C=C1OC[C@H](CC(C)C)NC(OC(C)(C)C)=O ((S)-tert-butyl (1-((9-formyl-6-methyl-5-oxo-5,6-dihydrobenzo[c][2,7]naphthyridin-8-yl)oxy)-4-methylpentan-2-yl)carbamate), C(=O)([O-])[O-].[K+].[K+] (K2CO3), CC1=CC=C(C=C1)S(=O)(=O)C[N+]#[C-] (TOSMIC). The solvent is CO (MeOH). Run at temperature 60 celsius. The product is CC(C[C@@H](COC=1C(=CC2=C(N(C(C3=CN=CC=C23)=O)C)C1)C1=CN=CO1)NC(OC(C)(C)C)=O)C ((S)-tert-butyl (4-methyl-1-((6-methyl-9-(oxazol-5-yl)-5-oxo-5,6-dihydrobenzo[c][2,7]naphthyridin-8-yl)oxy)pentan-2-yl)carbamate). The yield is 24.5%. Reaction SMILES: [CH:1]([C:3]1[C:18]([O:19][CH2:20][C@@H:21]([NH:26][C:27](=[O:33])[O:28][C:29]([CH3:32])([CH3:31])[CH3:30])[CH2:22][CH:23]([CH3:25])[CH3:24])=[CH:17][C:6]2[N:7]([CH3:16])[C:8](=[O:15])[C:9]3[C:14]([C:5]=2[CH:4]=1)=[CH:13][CH:12]=[N:11][CH:10]=3)=[O:2].C([O-])([O-])=O.[K+].[K+].CC1C=CC(S([CH2:50][N+:51]#[C-:52])(=O)=O)=CC=1>CO>[CH3:24][CH:23]([CH3:25])[CH2:22][C@H:21]([NH:26][C:27](=[O:33])[O:28][C:29]([CH3:31])([CH3:30])[CH3:32])[CH2:20][O:19][C:18]1[C:3]([C:1]2[O:2][CH:52]=[N:51][CH:50]=2)=[CH:4][C:5]2[C:14]3[C:9](=[CH:10][N:11]=[CH:12][CH:13]=3)[C:8](=[O:15])[N:7]([CH3:16])[C:6]=2[CH:17]=1 |f:1.2.3|. Procedure: A mixture of (S)-tert-butyl (1-((9-formyl-6-methyl-5-oxo-5,6-dihydrobenzo[c][2,7]naphthyridin-8-yl)oxy)-4-methylpentan-2-yl)carbamate (100 mg, 0.220 mmol), K2CO3 (33.5 mg, 0.243 mmol) and TOSMIC (47.4 mg, 0.243 mmol) in MeOH (5 mL) was heated at 60° C. for 2 h. After cooling, the MeOH was removed under reduced pressure and residue was taken up in ethyl acetate. The organic layer was washed with H2O, followed by saturated NaHCO3, dried over Na2SO4 and concentrated under reduced pressure to afford... Reactants: [OH-].[Li+] (Lithium hydroxide), aqueous solution, C(C1=CC=CC=C1)N1CCC(CC1)OCCC(=O)OC (methyl 3-[(1-benzyl-4-piperidyl)oxy]propanoate). Run in CO (methanol), CO (methanol). Yields the product C(C1=CC=CC=C1)N1CCC(CC1)OCCC(=O)O (3-[(1-benzyl-4-piperidyl)oxy]propanoic acid). The yield is 28.3%. Reaction SMILES: [OH-].[Li+].[CH2:3]([N:10]1[CH2:15][CH2:14][CH:13]([O:16][CH2:17][CH2:18][C:19]([O:21]C)=[O:20])[CH2:12][CH2:11]1)[C:4]1[CH:9]=[CH:8][CH:7]=[CH:6][CH:5]=1>CO>[CH2:3]([N:10]1[CH2:11][CH2:12][CH:13]([O:16][CH2:17][CH2:18][C:19]([OH:21])=[O:20])[CH2:14][CH2:15]1)[C:4]1[CH:5]=[CH:6][CH:7]=[CH:8][CH:9]=1 |f:0.1|. Procedure details: Lithium hydroxide (7.21 ml of a 1N aqueous solution) was added to a solution of methyl 3-[(1-benzyl-4-piperidyl)oxy]propanoate (1.00 g) [see Preparation 34) in methanol (43.3 ml). The reaction mixture was stirred for 36 hours at room temperature after which time the methanol was evaporated under reduced pressure. The crude product was dissolved in a small amount of water and purified on a Dowex 50WX8-200 (trade mark) ion-exchange resin eluting with 0:100 changing to 50:50 (in 10% increments), by... Starting materials: C1(=CC=CC=C1)C(C(=O)OC)(O)SC(C(=O)OC)O (dimethyl α-phenyl-thiodiglycolate), C(C(=O)OC)(=O)OC (dimethyl oxalate), [Na] (sodium). The product is OC1=C(SC(=C1O)C1=CC=CC=C1)C(=O)OC (Methyl 3,4-dihydroxy-5-phenyl-2-thiophenecarboxylate). Isolated yield 43.4%. RXN SMILES: [C:1]1([C:7]([S:13][CH:14](O)[C:15]([O:17][CH3:18])=[O:16])(O)[C:8]([O:10]C)=O)[CH:6]=[CH:5][CH:4]=[CH:3][CH:2]=1.C(OC)(=O)[C:21](OC)=[O:22].[Na]>>[OH:22][C:21]1[C:8]([OH:10])=[C:7]([C:1]2[CH:2]=[CH:3][CH:4]=[CH:5][CH:6]=2)[S:13][C:14]=1[C:15]([O:17][CH3:18])=[O:16] |^1:27|. Procedure: Prepared by the method described in Example 15 from dimethyl α-phenyl-thiodiglycolate (9.0 g, 35 mmoles), dimethyl oxalate (6.1 g, 52 mmoles) and sodium (2.5 g, 109 mmoles). The product is obtained as a beige powder (3.8 g); mp 143°-144° C. The reactants are Cc1ccc2c(c1)C(=O)CCO2, Cl, CON, c1ccncc1. Product: CON=C1CCOc2ccc(C)cc21. RXN SMILES: [CH3:1][c:2]1[cH:3][c:4]2[c:9]([cH:10][cH:11]1)[O:8][CH2:7][CH2:6][C:5]2=[O:12].[ClH:13].[O:14]([CH3:15])[NH2:16].[cH:17]1[cH:18][cH:19][n:20][cH:21][cH:22]1>>[CH3:1][c:2]1[cH:3][c:4]2[c:9]([cH:10][cH:11]1)[O:8][CH2:7][CH2:6][C:5]2=[N:16][O:14][CH3:15]. Reactants: ClC1=NC=C(C=C1)OCOCC[Si](C)(C)C (2-chloro-5-((2-(trimethylsilyl)ethoxy)methoxy)pyridine), CN(CC#C)C (N,N-dimethylprop-2-yn-1-amine), TEA. The reagents and catalysts are Cl[Pd]([P](C1=CC=CC=C1)(C2=CC=CC=C2)C3=CC=CC=C3)([P](C4=CC=CC=C4)(C5=CC=CC=C5)C6=CC=CC=C6)Cl ((PPh3)2PdCl2), [Cu]I (copper(I) iodide). Solvent: CN(C)C=O (DMF). Run at temperature 150 celsius. Yields the product CN(CC#CC1=NC=C(C=C1)OCOCC[Si](C)(C)C)C (N,N-dimethyl-3-(5-((2-(trimethylsilyl)ethoxy)methoxy)pyridin-2-yl)prop-2-yn-1-amine). RXN SMILES: Cl[C:2]1[CH:7]=[CH:6][C:5]([O:8][CH2:9][O:10][CH2:11][CH2:12][Si:13]([CH3:16])([CH3:15])[CH3:14])=[CH:4][N:3]=1.[CH3:17][N:18]([CH3:22])[CH2:19][C:20]#[CH:21]>CN(C=O)C.Cl[Pd](Cl)([P](C1C=CC=CC=1)(C1C=CC=CC=1)C1C=CC=CC=1)[P](C1C=CC=CC=1)(C1C=CC=CC=1)C1C=CC=CC=1.[Cu]I>[CH3:17][N:18]([CH3:22])[CH2:19][C:20]#[C:21][C:2]1[CH:7]=[CH:6][C:5]([O:8][CH2:9][O:10][CH2:11][CH2:12][Si:13]([CH3:16])([CH3:15])[CH3:14])=[CH:4][N:3]=1 |^1:30,49|. Reported procedure: To a mixture of compound 57A (154 mg, 0.593 mmol), N,N-dimethylprop-2-yn-1-amine (0.190 ml, 1.778 mmol), (PPh3)2PdCl2 (62.4 mg, 0.089 mmol), TEA (0.413 ml, 2.96 mmol) in DMF (3 ml) was added copper(I) iodide (11.29 mg, 0.059 mmol). The resulting mixture was heated at 150° C. in a Smith microwave synthesizer for 30 min and purified by flash chromatography to provide the desired compound 57B; LCMS (APCI) m/e 307. Procedure: A mixture of 2-((3-(azetidin-3-yl)-2-chloro-5-cyanophenyl)amino)-4-(ethylamino)imidazo[2,1-f][1,2,4]triazine-7-carbonitrile (15 mg, 0.038 mmol), 2-cyanoacetic acid (4.9 mg, 0.057 mmol), 1-(3-dimethylaminopropyl)-3-ethylcarbodiimide hydrochloride (12.4 mg, 0.065 mmol), and HOBT monohydrate (9.9 mg, 0.065 mmol) in NMP (1 mL) was stirred at room temperature for 4 hr. Preparative HPLC (Waters XBridge C18, 19×200 mm, 5-μm particles; Mobile Phase A: water; Mobile Phase B: methanol; Buffer: 20-mM ammon... Reactants: C(C)(=O)[O-].[NH4+] (ammonium acetate), Phase A, N1CC(C1)C=1C(=C(C=C(C1)C#N)NC1=NN2C(C(=N1)NCC)=NC=C2C#N)Cl (2-((3-(azetidin-3-yl)-2-chloro-5-cyanophenyl)amino)-4-(ethylamino)imidazo[2,1-f][1,2,4]triazine-7-carbonitrile), C(#N)CC(=O)O (2-cyanoacetic acid), Cl.CN(CCCN=C=NCC)C (1-(3-dimethylaminopropyl)-3-ethylcarbodiimide hydrochloride), C1=CC=C2C(=C1)N=NN2O.O (HOBT monohydrate), Phase B. The yield is 20.6%. Reaction conditions: time 4 hour. RXN SMILES: [NH:1]1[CH2:4][CH:3]([C:5]2[C:6]([Cl:28])=[C:7]([NH:13][C:14]3[N:19]=[C:18]([NH:20][CH2:21][CH3:22])[C:17]4=[N:23][CH:24]=[C:25]([C:26]#[N:27])[N:16]4[N:15]=3)[CH:8]=[C:9]([C:11]#[N:12])[CH:10]=2)[CH2:2]1.[C:29]([CH2:31][C:32](O)=[O:33])#[N:30].Cl.CN(C)CCCN=C=NCC.C1C=C2N=NN(O)C2=CC=1.O.C([O-])(=O)C.[NH4+]>CN1C(=O)CCC1.CO.O>[Cl:28][C:6]1[C:5]([CH:3]2[CH2:2][N:1]([C:32](=[O:33])[CH2:31][C:29]#[N:30])[CH2:4]2)=[CH:10][C:9]([C:11]#[N:12])=[CH:8][C:7]=1[NH:13][C:14]1[N:19]=[C:18]([NH:20][CH2:21][CH3:22])[C:17]2=[N:23][CH:24]=[C:25]([C:26]#[N:27])[N:16]2[N:15]=1 |f:2.3,4.5,6.7|. The solvent is CO (methanol), O (water), CN1CCCC1=O (NMP). Product: ClC1=C(C=C(C=C1C1CN(C1)C(CC#N)=O)C#N)NC1=NN2C(C(=N1)NCC)=NC=C2C#N (2-((2-chloro-5-cyano-3-(1-(2-cyanoacetyl)azetidin-3-yl)phenyl)amino)-4-(ethylamino)imidazo[2,1-f][1,2,4]triazine-7-carbonitrile).